This data is from the Open Reaction Database (ORD), a public repository of structured organic reaction records. The task is: describe an organic reaction: reactants, conditions, products, and yield Starting materials: O=C(CBr)c1ccc(Cl)c(F)c1, CCO, [K+], [N-]=C=S. The product is N#CSCC(=O)c1ccc(Cl)c(F)c1. As a reaction SMILES: [Br:1][CH2:2][C:3](=[O:4])[c:5]1[cH:6][c:7]([F:12])[c:8]([Cl:11])[cH:9][cH:10]1.[CH3:17][CH2:18][OH:19].[K+:16].[N-:13]=[C:14]=[S:15]>>[CH2:2]([C:3](=[O:4])[c:5]1[cH:6][c:7]([F:12])[c:8]([Cl:11])[cH:9][cH:10]1)[S:15][C:14]#[N:13]. Reactants: C1CNCCN1, Clc1ccc2ccccc2n1, C1CCOC1, c1ccncc1. Product: c1ccc2nc(N3CCNCC3)ccc2c1. RXN SMILES: [CH2:12]1[CH2:13][NH:14][CH2:15][CH2:16][NH:17]1.[Cl:1][c:2]1[n:3][c:4]2[cH:5][cH:6][cH:7][cH:8][c:9]2[cH:10][cH:11]1.[O:24]1[CH2:25][CH2:26][CH2:27][CH2:28]1.[cH:18]1[cH:19][cH:20][n:21][cH:22][cH:23]1>>[c:2]1([N:14]2[CH2:13][CH2:12][NH:17][CH2:16][CH2:15]2)[n:3][c:4]2[cH:5][cH:6][cH:7][cH:8][c:9]2[cH:10][cH:11]1. The reactants are C1CNC1, C=CCOC(C=C)C1CCC2(CC1)OCCO2, ClCCl. The product is C1=CC(C2CCC3(CC2)OCCO3)OC1. As a reaction SMILES: [CH2:18]1[CH2:19][NH:20][CH2:21]1.[CH2:1]([CH:2]=[CH2:3])[O:4][CH:5]([CH:6]=[CH2:7])[CH:8]1[CH2:9][CH2:10][C:11]2([O:12][CH2:13][CH2:14][O:15]2)[CH2:16][CH2:17]1.[Cl:22][CH2:23][Cl:24]>>[CH2:1]1[O:4][CH:5]([CH:8]2[CH2:9][CH2:10][C:11]3([O:12][CH2:13][CH2:14][O:15]3)[CH2:16][CH2:17]2)[CH:6]=[CH:7]1. Reactants: C(C)OC(=O)C1(CCC1)NC(=O)C1=C(C2=CC=CC=C2C=C1)O (1-[(1-hydroxy-naphthalene-2-carbonyl)-amino]-cyclobutanecarboxylic acid ethyl ester), BrCCOC1=CC=C(C=C1)Cl (4-Chlorphenyl 2-bromoethyl ether), C([O-])([O-])=O.[Cs+].[Cs+] (cesium carbonate), [I-].[Na+] (sodium iodide). Solvent: CN(C)C=O (DMF). Conditions: time 2 hour. The product is ClC1=CC=C(OCCOC2=C(C=CC3=CC=CC=C23)C(=O)NC2(CCC2)C(=O)O)C=C1 (1-({1-[2-(4-chloro-phenoxy)-ethoxy]-naphthalene-2-carbonyl}-amino)-cyclobutanecarboxylic acid). Reaction SMILES: C([O:3][C:4]([C:6]1([NH:10][C:11]([C:13]2[CH:22]=[CH:21][C:20]3[C:15](=[CH:16][CH:17]=[CH:18][CH:19]=3)[C:14]=2[OH:23])=[O:12])[CH2:9][CH2:8][CH2:7]1)=[O:5])C.C(=O)([O-])[O-].[Cs+].[Cs+].[I-].[Na+].Br[CH2:33][CH2:34][O:35][C:36]1[CH:41]=[CH:40][C:39]([Cl:42])=[CH:38][CH:37]=1>CN(C=O)C>[Cl:42][C:39]1[CH:40]=[CH:41][C:36]([O:35][CH2:34][CH2:33][O:23][C:14]2[C:15]3[C:20](=[CH:19][CH:18]=[CH:17][CH:16]=3)[CH:21]=[CH:22][C:13]=2[C:11]([NH:10][C:6]2([C:4]([OH:3])=[O:5])[CH2:7][CH2:8][CH2:9]2)=[O:12])=[CH:37][CH:38]=1 |f:1.2.3,4.5|. Procedure details: To 94 mg 1-[(1-hydroxy-naphthalene-2-carbonyl)-amino]-cyclobutanecarboxylic acid ethyl ester, 195 mg cesium carbonate and 5 mg sodium iodide in 3 ml of abs. DMF 78 mg of 4-Chlorphenyl 2-bromoethyl ether were added. The reaction mixture was stirred for 2 h at room temperature, then for 5 h at 80° C. The cooled reaction mixture was filtrated, and the filtrate was diluted with 20 ml ethyl acetate and washed twice with brine. The organic phase was concentrated in vacuo, and the resulting residue was... Reactants: CCN(C(C)C)C(C)C, O=S(=O)(CCCCCCCCCCBr)NC1CC1, Clc1ccc(C(c2ccccc2)N2CCNCC2)cc1. Product: O=S(=O)(CCCCCCCCCCN1CCN(C(c2ccccc2)c2ccc(Cl)cc2)CC1)NC1CC1. RXN SMILES: [CH2:39]([N:40]([CH:41]([CH3:42])[CH3:43])[CH:44]([CH3:45])[CH3:46])[CH3:47].[CH:21]1([NH:24][S:25](=[O:26])(=[O:27])[CH2:28][CH2:29][CH2:30][CH2:31][CH2:32][CH2:33][CH2:34][CH2:35][CH2:36][CH2:37][Br:38])[CH2:22][CH2:23]1.[Cl:1][c:2]1[cH:3][cH:4][c:5]([CH:8]([N:9]2[CH2:10][CH2:11][NH:12][CH2:13][CH2:14]2)[c:15]2[cH:16][cH:17][cH:18][cH:19][cH:20]2)[cH:6][cH:7]1>>[Cl:1][c:2]1[cH:3][cH:4][c:5]([CH:8]([N:9]2[CH2:10][CH2:11][N:12]([CH2:37][CH2:36][CH2:35][CH2:34][CH2:33][CH2:32][CH2:31][CH2:30][CH2:29][CH2:28][S:25]([NH:24][CH:21]3[CH2:22][CH2:23]3)(=[O:26])=[O:27])[CH2:13][CH2:14]2)[c:15]2[cH:16][cH:17][cH:18][cH:19][cH:20]2)[cH:6][cH:7]1. Starting materials: COc1ccc(O)cc1, CCO, CSC(=S)N1CCNCC1. The product is COc1ccc(O)c(CN2CCN(C(=S)SC)CC2)c1. As a reaction SMILES: [CH3:11][O:12][c:13]1[cH:14][cH:15][c:16]([OH:19])[cH:17][cH:18]1.[CH3:20][CH2:21][OH:22].[N:1]1([C:7](=[S:8])[S:9][CH3:10])[CH2:2][CH2:3][NH:4][CH2:5][CH2:6]1>>[N:1]1([C:7](=[S:8])[S:9][CH3:10])[CH2:2][CH2:3][N:4]([CH2:20][c:15]2[cH:14][c:13]([O:12][CH3:11])[cH:18][cH:17][c:16]2[OH:19])[CH2:5][CH2:6]1.